This data is from the Open Reaction Database (ORD), a public repository of structured organic reaction records. The task is: describe an organic reaction: reactants, conditions, products, and yield Reactants: CCCNC(=O)Nc1cc(C(=O)OC)c(Br)cn1, CO, N. Yields the product CCCNC(=O)Nc1cc(C(N)=O)c(Br)cn1. RXN SMILES: [Br:1][c:2]1[cH:3][n:4][c:5]([NH:12][C:13](=[O:14])[NH:15][CH2:16][CH2:17][CH3:18])[cH:6][c:7]1[C:8](=[O:9])[O:10][CH3:11].[CH3:20][OH:21].[NH3:19]>>[Br:1][c:2]1[cH:3][n:4][c:5]([NH:12][C:13](=[O:14])[NH:15][CH2:16][CH2:17][CH3:18])[cH:6][c:7]1[C:8](=[O:9])[NH2:19]. Product: COC(=O)c1c2c(nc3ccccc13)CCN(C(=O)OC(C)(C)C)C2. RXN SMILES: [C:1]([CH3:2])([CH3:3])([CH3:4])[O:5][C:6](=[O:7])[N:8]1[CH2:9][c:10]2[c:11]([C:22](=[O:23])[OH:24])[c:12]3[c:13]([n:14][c:15]2[CH2:16][CH2:17]1)[cH:18][cH:19][cH:20][cH:21]3.[C:25](=[O:26])([O-:27])[O-:28].[CH3:31][I:32].[CH3:34][N:35]([CH3:36])[CH:37]=[O:38].[K+:29].[K+:30].[OH2:33]>>[C:1]([CH3:2])([CH3:3])([CH3:4])[O:5][C:6](=[O:7])[N:8]1[CH2:9][c:10]2[c:11]([C:22](=[O:23])[O:24][CH3:25])[c:12]3[c:13]([n:14][c:15]2[CH2:16][CH2:17]1)[cH:18][cH:19][cH:20][cH:21]3. The reactants are CC(C)(C)OC(=O)N1CCc2nc3ccccc3c(C(=O)O)c2C1, O=C([O-])[O-], CI, CN(C)C=O, [K+], [K+], O.